From a dataset of the Open Reaction Database (ORD), a public repository of structured organic reaction records. describe an organic reaction: reactants, conditions, products, and yield Reactants: CCOC(=O)C=Cc1cc(C(F)(F)F)ccc1C(=O)O, C(=NC1CCCCC1)=NC1CCCCC1, NCC(F)(F)F, CN(C)C=O. The product is CCOC(=O)C=Cc1cc(C(F)(F)F)ccc1C(=O)NCC(F)(F)F. Reaction SMILES: [CH2:1]([CH3:2])[O:3][C:4](=[O:5])[CH:6]=[CH:7][c:8]1[c:9]([C:10](=[O:11])[OH:12])[cH:13][cH:14][c:15]([C:17]([F:18])([F:19])[F:20])[cH:16]1.[CH:27]1([N:28]=[C:29]=[N:30][CH:31]2[CH2:32][CH2:33][CH2:34][CH2:35][CH2:36]2)[CH2:37][CH2:38][CH2:39][CH2:40][CH2:41]1.[F:21][C:22]([CH2:23][NH2:24])([F:25])[F:26].[O:42]=[CH:43][N:44]([CH3:45])[CH3:46]>>[CH2:1]([CH3:2])[O:3][C:4](=[O:5])[CH:6]=[CH:7][c:8]1[c:9]([C:10](=[O:12])[NH:24][CH2:23][C:22]([F:21])([F:25])[F:26])[cH:13][cH:14][c:15]([C:17]([F:18])([F:19])[F:20])[cH:16]1. Starting materials: C(C)(=O)O (acetic acid), ClC=1C=CC(=C(C(=O)OC)C1)S (methyl 5-chloro-2-mercaptobenzoate), C[O-].[Na+] (sodium methoxide), ClC=1C=C(C=CC1)CNC(CCl)=O (N-[(3-chlorophenyl)methyl]chloroacetamide). The solvent is O (water), CO (methanol). Product: OC=1C2=C(SC1C(=O)NCC1=CC(=CC=C1)Cl)C=CC(=C2)Cl (3-Hydroxy-5-chloro-N-[(3-chlorophenyl)methyl]benzo[b]thiophene-2-carboxamid). Isolated yield 90.3%. RXN SMILES: [Cl:1][C:2]1[CH:3]=[CH:4][C:5]([SH:12])=[C:6]([CH:11]=1)[C:7]([O:9]C)=O.C[O-].[Na+].[Cl:16][C:17]1[CH:18]=[C:19]([CH2:23][NH:24][C:25](=[O:28])[CH2:26]Cl)[CH:20]=[CH:21][CH:22]=1.C(O)(=O)C>CO.O>[OH:9][C:7]1[C:6]2[CH:11]=[C:2]([Cl:1])[CH:3]=[CH:4][C:5]=2[S:12][C:26]=1[C:25]([NH:24][CH2:23][C:19]1[CH:20]=[CH:21][CH:22]=[C:17]([Cl:16])[CH:18]=1)=[O:28] |f:1.2|. Reported procedure: To a solution of methyl 5-chloro-2-mercaptobenzoate (1.02 g; 0.005M) in 20 ml of methanol is added solid sodium methoxide (0.81 g; 0.015M; 3 eqv.) followed by N-[(3-chlorophenyl)methyl]chloroacetamide (1.10 g; 0.005M) and the mixture is refluxed under a nitrogen atmosphere for 30 minutes. The mixture is cooled to room temperature and added to a solution of 1.25 ml of glacial acetic acid in 20 ml of water and cooled to 0° C. The white solid is collected, washed with 50% methanol-water and air dri...